Dataset: the Open Reaction Database (ORD), a public repository of structured organic reaction records. Task: describe an organic reaction: reactants, conditions, products, and yield The reactants are CC1Cc2ccc(Br)cc2C(c2ccc([N+](=O)[O-])cc2)=NN1, CC(=O)O, N#CO[K]. Yields the product CC1Cc2ccc(Br)cc2C(c2ccc([N+](=O)[O-])cc2)=NN1C(N)=O. RXN SMILES: [Br:1][c:2]1[cH:3][c:4]2[c:5]([cH:21][cH:22]1)[CH2:6][CH:7]([CH3:20])[NH:8][N:9]=[C:10]2[c:11]1[cH:12][cH:13][c:14]([N+:17](=[O:18])[O-:19])[cH:15][cH:16]1.[CH3:27][C:28](=[O:29])[OH:30].[K:23][O:24][C:25]#[N:26]>>[Br:1][c:2]1[cH:3][c:4]2[c:5]([cH:21][cH:22]1)[CH2:6][CH:7]([CH3:20])[N:8]([C:25](=[O:24])[NH2:26])[N:9]=[C:10]2[c:11]1[cH:12][cH:13][c:14]([N+:17](=[O:18])[O-:19])[cH:15][cH:16]1. The reactants are ClCCCCC1CN(C(O1)=O)C1=CC=CC=C1 (5-(4-chlorobutyl)-3-phenyl-2-oxazolidinone), Cl.C1(=CC=CC=C1)N1CCNCC1 (1-phenylpiperazine hydrochloride), C([O-])([O-])=O.[K+].[K+] (potassium carbonate), [I-].[K+] (potassium iodide). Run in C(CCC)O (1-butanol). The product is C1(=CC=CC=C1)N1C(OC(C1)CCCCN1CCN(CC1)C1=CC=CC=C1)=O (3-Phenyl-5-[4-(4-phenyl-1-piperazinyl)butyl]-2-oxazolidinone). The yield is 91.1%. Reaction SMILES: Cl[CH2:2][CH2:3][CH2:4][CH2:5][CH:6]1[O:10][C:9](=[O:11])[N:8]([C:12]2[CH:17]=[CH:16][CH:15]=[CH:14][CH:13]=2)[CH2:7]1.Cl.[C:19]1([N:25]2[CH2:30][CH2:29][NH:28][CH2:27][CH2:26]2)[CH:24]=[CH:23][CH:22]=[CH:21][CH:20]=1.C(=O)([O-])[O-].[K+].[K+].[I-].[K+]>C(O)CCC>[C:12]1([N:8]2[CH2:7][CH:6]([CH2:5][CH2:4][CH2:3][CH2:2][N:28]3[CH2:29][CH2:30][N:25]([C:19]4[CH:24]=[CH:23][CH:22]=[CH:21][CH:20]=4)[CH2:26][CH2:27]3)[O:10][C:9]2=[O:11])[CH:17]=[CH:16][CH:15]=[CH:14][CH:13]=1 |f:1.2,3.4.5,6.7|. Procedure: Following the procedure of Example 5, a mixture of 5-(4-chlorobutyl)-3-phenyl-2-oxazolidinone (3.0 g, 0.01186 mol), 1-phenylpiperazine hydrochloride (2.35 g, 0.01186 mol), potassium carbonate (6.54 g, 0.0473 mol), and potassium iodide (1.0 g) in 1-butanol gave a liquid (4.1 g, 91% yield) which crystallized upon standing. Recrystallization from isopropanol/isopropyl/-ether and drying under high vacuum gave 1.44 g, mp 83°-85° C.